This data is from the Open Reaction Database (ORD), a public repository of structured organic reaction records. The task is: describe an organic reaction: reactants, conditions, products, and yield Starting materials: Cn1ccnc1CBr (Imidazole), CC(C)(C)OC(=O)N1CCN(CC1)c2ccc(NC(=O)c3oc(cc3)c4ccc(Cl)cc4)cc2 (p-Cl Core). Reagents/catalysts: O=S(=O)(O)O (H2SO4), CCN=P(N=P(N(C)C)(N(C)C)N(C)C)(N(C)C)N(C)C (P2-Et). Run in COCCOCCOC (diglyme), CN(C)C=O (DMF), CN(C)C=O (DMF), CN(C)C=O (DMF). Run at temperature 23 celsius, time 20 hour. Product: Cn1ccnc1CN(C(=O)c2oc(cc2)c3ccc(Cl)cc3)c4ccc(cc4)N5CCNCC5 (MK2_Alk_05), CC(C)(C)OC(=O)N1CCN(CC1)c2ccc(NC(=O)c3oc(cc3)c4ccc(Cl)cc4)cc2 (p-Cl Core), CC(C)(C)OC(=O)N1CCN(CC1)c2ccc(NC(=O)c3oc(cc3)c4ccc(Cl)cc4)cc2 (MK2_Core_Cl). The yield is 120.0%.